Dataset: the Open Reaction Database (ORD), a public repository of structured organic reaction records. Task: describe an organic reaction: reactants, conditions, products, and yield The reactants are O=C1CCC(=O)N1Br, ClCCl, Cc1nnnn1-c1cc(C(CC2CCCC2)C(=O)O)ccc1S(C)(=O)=O, Nc1nccs1, c1ccc(P(c2ccccc2)c2ccccc2)cc1. The product is Cc1nnnn1-c1cc(C(CC2CCCC2)C(=O)Nc2nccs2)ccc1S(C)(=O)=O. Reaction SMILES: [Br:20][N:21]1[C:22](=[O:23])[CH2:24][CH2:25][C:26]1=[O:27].[CH2:60]([Cl:61])[Cl:62].[CH:28]1([CH2:33][CH:34]([C:35](=[O:36])[OH:37])[c:38]2[cH:39][c:40](-[n:48]3[n:49][n:50][n:51][c:52]3[CH3:53])[c:41]([S:44](=[O:45])(=[O:46])[CH3:47])[cH:42][cH:43]2)[CH2:29][CH2:30][CH2:31][CH2:32]1.[NH2:54][c:55]1[s:56][cH:57][cH:58][n:59]1.[c:1]1([P:2]([c:3]2[cH:4][cH:5][cH:6][cH:7][cH:8]2)[c:9]2[cH:10][cH:11][cH:12][cH:13][cH:14]2)[cH:15][cH:16][cH:17][cH:18][cH:19]1>>[CH:28]1([CH2:33][CH:34]([C:35](=[O:36])[NH:54][c:55]2[s:56][cH:57][cH:58][n:59]2)[c:38]2[cH:39][c:40](-[n:48]3[n:49][n:50][n:51][c:52]3[CH3:53])[c:41]([S:44](=[O:45])(=[O:46])[CH3:47])[cH:42][cH:43]2)[CH2:29][CH2:30][CH2:31][CH2:32]1. RXN SMILES: [B:18]([Br:19])([Br:20])[Br:21].[C:22](=[O:23])([OH:24])[O-:25].[CH2:1]([CH3:2])[O:3][C:4]([NH:5][c:6]1[c:7]([O:15][CH3:16])[cH:8][c:9]([N+:12](=[O:13])[O-:14])[cH:10][cH:11]1)=[O:17].[Cl:28][CH2:29][CH2:30][Cl:31].[ClH:27].[Na+:26].[OH2:32]>>[CH2:1]([CH3:2])[O:3][C:4]([NH:5][c:6]1[c:7]([OH:15])[cH:8][c:9]([N+:12](=[O:13])[O-:14])[cH:10][cH:11]1)=[O:17]. The product is CCOC(=O)Nc1ccc([N+](=O)[O-])cc1O. Starting materials: BrB(Br)Br, O=C([O-])O, CCOC(=O)Nc1ccc([N+](=O)[O-])cc1OC, ClCCCl, Cl, [Na+], O. Starting materials: IC1=CC2=C(NCC(N2)=O)N=C1 (7-Iodo-3,4-dihydro-1H-pyrido[2,3-b]pyrazin-2-one), BrC(C)C1=C(C=C(C(=C1)F)F)F (1-(1-bromoethyl)-2,4,5-trifluorobenzene). Yields the product IC1=CC2=C(NCC(N2C(C)C2=C(C=C(C(=C2)F)F)F)=O)N=C1 (7-Iodo-1-[1-(2,4,5-trifluorophenyl)ethyl]-3,4-dihydro-1H-pyrido[2,3-b]pyrazin-2-one). Reaction SMILES: [I:1][C:2]1[CH:12]=[N:11][C:5]2[NH:6][CH2:7][C:8](=[O:10])[NH:9][C:4]=2[CH:3]=1.Br[CH:14]([C:16]1[CH:21]=[C:20]([F:22])[C:19]([F:23])=[CH:18][C:17]=1[F:24])[CH3:15]>>[I:1][C:2]1[CH:12]=[N:11][C:5]2[NH:6][CH2:7][C:8](=[O:10])[N:9]([CH:14]([C:16]3[CH:21]=[C:20]([F:22])[C:19]([F:23])=[CH:18][C:17]=3[F:24])[CH3:15])[C:4]=2[CH:3]=1. Reported procedure: 7-Iodo-3,4-dihydro-1H-pyrido[2,3-b]pyrazin-2-one (297 mg) was alkylated with 1-(1-bromoethyl)-2,4,5-trifluorobenzene as in General Procedure 1 to give the title compound. Reactants: N1CCCC1 (pyrrolidine), 113.5, C[C@@]12C(CC[C@H]1[C@@H]1CCC3=CC(CC[C@]3(C)[C@H]1CC2)=O)=O (androst-4-ene-3,17-dione), N1CCCC1 (pyrrolidine). Run in CO (methanol). Reaction conditions: time 5 minute. Product: N1(CCCC1)C1=CC2=CC[C@H]3[C@@H]4CCC([C@@]4(C)CC[C@@H]3[C@]2(CC1)C)=O (3-(1-pyrrolidinyl)androsta-3,5-dien-17-one). As a reaction SMILES: [CH3:1][C@:2]12[CH2:19][CH2:18][C@H:17]3[C@@H:7]([CH2:8][CH2:9][C:10]4[C@:15]3([CH3:16])[CH2:14][CH2:13][C:12](=O)[CH:11]=4)[C@@H:6]1[CH2:5][CH2:4][C:3]2=[O:21].[NH:22]1[CH2:26][CH2:25][CH2:24][CH2:23]1>CO>[N:22]1([C:12]2[CH2:13][CH2:14][C@@:15]3([CH3:16])[C:10](=[CH:9][CH2:8][C@@H:7]4[C@@H:17]3[CH2:18][CH2:19][C@@:2]3([CH3:1])[C@H:6]4[CH2:5][CH2:4][C:3]3=[O:21])[CH:11]=2)[CH2:26][CH2:25][CH2:24][CH2:23]1. Procedure details: A solution of 113.5 parts of crude androst-4-ene-3,17-dione in 427 parts of methanol is heated to just below reflux temperature. To the resulting stirred solution there is added 4.3 parts of pyrrolidine. After five minutes, more pyrrolidine is added at a steady rate so that 33.2 parts are added over a period of 25 minutes. The warm mixture is then stirred for an additional 15 minutes before it is cooled to 5°-10° C. The solid product which formed during the reaction is then separated by filtrati... Reactants: CC(C)=CCNCC(=O)O, CC=CC, ClCCl. The product is CC=CCNCC(=O)O. RXN SMILES: [CH2:1]([CH:2]=[C:3]([CH3:4])[CH3:5])[NH:6][CH2:7][C:8](=[O:9])[OH:10].[CH3:11][CH:12]=[CH:13][CH3:14].[Cl:15][CH2:16][Cl:17]>>[CH2:1]([CH:2]=[CH:3][CH3:4])[NH:6][CH2:7][C:8](=[O:9])[OH:10]. Starting materials: CC(=O)Oc1ccccc1-c1ccc(CBr)cc1, CC(C)(CC(=O)NC1CCc2ccccc2NC1=O)NC(=O)OC(C)(C)C. Yields the product CC(=O)Oc1ccccc1-c1ccc(CN2C(=O)C(NC(=O)CC(C)(C)NC(=O)OC(C)(C)C)CCc3ccccc32)cc1. RXN SMILES: [Br:1][CH2:2][c:3]1[cH:4][cH:5][c:6](-[c:9]2[c:10]([O:15][C:16]([CH3:17])=[O:18])[cH:11][cH:12][cH:13][cH:14]2)[cH:7][cH:8]1.[C:19]([CH3:20])([CH3:21])([CH3:22])[O:23][C:24](=[O:25])[NH:26][C:27]([CH2:28][C:29](=[O:30])[NH:31][CH:32]1[C:33](=[O:43])[NH:34][c:35]2[c:36]([cH:39][cH:40][cH:41][cH:42]2)[CH2:37][CH2:38]1)([CH3:44])[CH3:45]>>[CH2:2]([c:3]1[cH:4][cH:5][c:6](-[c:9]2[c:10]([O:15][C:16]([CH3:17])=[O:18])[cH:11][cH:12][cH:13][cH:14]2)[cH:7][cH:8]1)[N:34]1[C:33](=[O:43])[CH:32]([NH:31][C:29]([CH2:28][C:27]([NH:26][C:24]([O:23][C:19]([CH3:20])([CH3:21])[CH3:22])=[O:25])([CH3:44])[CH3:45])=[O:30])[CH2:38][CH2:37][c:36]2[c:35]1[cH:42][cH:41][cH:40][cH:39]2. The reactants are S(=O)(Cl)Cl (thionyl chloride), COC(C(NCCCO)C1=CC=C(C=C1)F)=O ((4-fluoro-phenyl)-(3-hydroxy-propylamino)-acetic acid methyl ester). Solvent: C(Cl)(Cl)Cl (chloroform). Conditions: temperature 50 celsius, time 1.5 hour. Product: COC(C(C1=CC=C(C=C1)F)NCCCCl)=O ((3-chloro-propylamino)-(4-fluoro-phenyl)-acetic acid methyl ester). Isolated yield 93.1%. As a reaction SMILES: S(Cl)([Cl:3])=O.[CH3:5][O:6][C:7](=[O:21])[CH:8]([C:14]1[CH:19]=[CH:18][C:17]([F:20])=[CH:16][CH:15]=1)[NH:9][CH2:10][CH2:11][CH2:12]O>C(Cl)(Cl)Cl>[CH3:5][O:6][C:7](=[O:21])[CH:8]([NH:9][CH2:10][CH2:11][CH2:12][Cl:3])[C:14]1[CH:19]=[CH:18][C:17]([F:20])=[CH:16][CH:15]=1. Reported procedure: To a solution of thionyl chloride (8.79 g) in chloroform (20 mL) was added (4-fluoro-phenyl)-(3-hydroxy-propylamino)-acetic acid methyl ester (14.85 g, dissolved in 60 mL of chloroform) dropwise via syringe. The reaction mixture was then stirred for 1.5 hours at 50° C. and the volatiles were subsequently removed in vacuo to give a solid residue which was triturated with diethyl ether (30 mL) to give the desired HCl salt of (3-chloro-propylamino)-(4-fluoro-phenyl)-acetic acid methyl ester (14.88 ...